This data is from the Open Reaction Database (ORD), a public repository of structured organic reaction records. The task is: describe an organic reaction: reactants, conditions, products, and yield The reactants are ClC=1C2=C(N=CN1)CSC2C (4-chloro-5-methyl-5,7-dihydrothieno[3,4-d]pyrimidine), C[C@@H]1NCCN(C1)C(=O)OC(C)(C)C (2-(S)-methyl-4-Boc-piperazine), CCN(C(C)C)C(C)C (DIEA). Run in C(C)(=O)OCC (ethyl acetate), CN1CCCC1=O (NMP). Run at temperature 120 celsius. Product: C[C@H]1CN(CCN1C=1C2=C(N=CN1)CSC2C)C(=O)OC(C)(C)C ((3S)-tert-butyl 3-methyl-4-(5-methyl-5,7-dihydrothieno[3,4-d]pyrimidin-4-yl)piperazine-1-carboxylate). The yield is 63.4%. RXN SMILES: Cl[C:2]1[C:3]2[CH:10]([CH3:11])[S:9][CH2:8][C:4]=2[N:5]=[CH:6][N:7]=1.[CH3:12][C@H:13]1[CH2:18][N:17]([C:19]([O:21][C:22]([CH3:25])([CH3:24])[CH3:23])=[O:20])[CH2:16][CH2:15][NH:14]1.CCN(C(C)C)C(C)C>CN1C(=O)CCC1.C(OCC)(=O)C>[CH3:12][C@@H:13]1[N:14]([C:2]2[C:3]3[CH:10]([CH3:11])[S:9][CH2:8][C:4]=3[N:5]=[CH:6][N:7]=2)[CH2:15][CH2:16][N:17]([C:19]([O:21][C:22]([CH3:23])([CH3:25])[CH3:24])=[O:20])[CH2:18]1. Procedure: To a solution of 4-chloro-5-methyl-5,7-dihydrothieno[3,4-d]pyrimidine (5 g, 27 mmol) and 2-(S)-methyl-4-Boc-piperazine (5.4 g, 27 mmol) in NMP (20 mL) was added DIEA (5 mL, 29 mmol). The mixture was heated to 120° C. for 24 hours. After cooling, the mixture was diluted with ethyl acetate (500 mL) and washed with water (6×200 mL). The organic phase was dried and concentrated to afford (3S)-tert-butyl 3-methyl-4-(5-methyl-5,7-dihydrothieno[3,4-d]pyrimidin-4-yl)piperazine-1-carboxylate (6 g, 64%). ... Starting materials: COCN1C(=NC=C1)CC1=NN=NN1 (1-methoxymethyl-2-(5-tetrazolylmethyl)-imidazole), O (water), Cl (hydrochloric acid), [O-]CC.[Na+] (sodium ethoxide). Solvent: C(C)(=O)O (acetic acid). Product: N1N=NN=C1CC=1NC=CN1 (2-(5-Tetrazolylmethyl)-imidazole). Reaction SMILES: COC[N:4]1[CH:8]=[CH:7][N:6]=[C:5]1[CH2:9][C:10]1[NH:14][N:13]=[N:12][N:11]=1.O.Cl.[O-]CC.[Na+]>C(O)(=O)C>[NH:14]1[C:10]([CH2:9][C:5]2[NH:6][CH:7]=[CH:8][N:4]=2)=[N:11][N:12]=[N:13]1 |f:3.4|. Procedure: 8.14 g (41.9 mmol) of 1-methoxymethyl-2-(5-tetrazolylmethyl)-imidazole are refluxed in a mixture of 85 ml glacial acetic acid, 8.5 ml of water and 8.5 ml of conc. hydrochloric acid for 24 hours. The mixture is then concentrated in vacuo and the residue rapidly dried to a far extent in a high vacuum over potassium hydroxide and conc. sulphuric acid. The acid addition salt obtained is decomposed with the stoichiometric quantity of sodium ethoxide in an ethanolic solution. After removal of the sodi...